From a dataset of the Open Reaction Database (ORD), a public repository of structured organic reaction records. describe an organic reaction: reactants, conditions, products, and yield Starting materials: C1CCOC1, COC(=O)c1ccc(-c2ccc(C(C)C(O)(c3ccc4c(c3)oc(=O)n4C)C(F)(F)F)c(Cl)c2)cc1F, [Li+], [OH-], O. Product: CC(c1ccc(-c2ccc(C(=O)O)c(F)c2)cc1Cl)C(O)(c1ccc2c(c1)oc(=O)n2C)C(F)(F)F. As a reaction SMILES: [CH2:41]1[O:42][CH2:43][CH2:44][CH2:45]1.[CH3:1][O:2][C:3](=[O:4])[c:5]1[c:6]([F:37])[cH:7][c:8](-[c:11]2[cH:12][c:13]([Cl:36])[c:14]([CH:17]([C:18]([C:19]([F:20])([F:21])[F:22])([c:23]3[cH:24][c:25]4[c:26]([n:27]([CH3:31])[c:28](=[O:30])[o:29]4)[cH:32][cH:33]3)[OH:34])[CH3:35])[cH:15][cH:16]2)[cH:9][cH:10]1.[Li+:39].[OH-:38].[OH2:40]>>[O:2]=[C:3]([OH:4])[c:5]1[c:6]([F:37])[cH:7][c:8](-[c:11]2[cH:12][c:13]([Cl:36])[c:14]([CH:17]([C:18]([C:19]([F:20])([F:21])[F:22])([c:23]3[cH:24][c:25]4[c:26]([n:27]([CH3:31])[c:28](=[O:30])[o:29]4)[cH:32][cH:33]3)[OH:34])[CH3:35])[cH:15][cH:16]2)[cH:9][cH:10]1.